Dataset: the Open Reaction Database (ORD), a public repository of structured organic reaction records. Task: describe an organic reaction: reactants, conditions, products, and yield The reactants are Clc1ccc(SCBr)cc1, CC(C)(C)[O-], [K+], CN(C)C=O, Oc1ccc(Cl)cc1. Yields the product Clc1ccc(OCSc2ccc(Cl)cc2)cc1. As a reaction SMILES: [Br:1][CH2:2][S:3][c:4]1[cH:5][cH:6][c:7]([Cl:10])[cH:8][cH:9]1.[CH3:11][C:12]([CH3:13])([O-:14])[CH3:15].[K+:16].[O:25]=[CH:26][N:27]([CH3:28])[CH3:29].[OH:17][c:18]1[cH:19][cH:20][c:21]([Cl:22])[cH:23][cH:24]1>>[CH2:2]([S:3][c:4]1[cH:5][cH:6][c:7]([Cl:10])[cH:8][cH:9]1)[O:17][c:18]1[cH:19][cH:20][c:21]([Cl:22])[cH:23][cH:24]1.